From a dataset of the Open Reaction Database (ORD), a public repository of structured organic reaction records. describe an organic reaction: reactants, conditions, products, and yield Reactants: C(#C)C1=CC(=C(C=C1)C)OCOC (4-ethynyl-2-methoxymethoxy-1-methyl-benzene), ClC1=CC=C(CBr)C=C1 (4-chlorobenzyl bromide), [N-]=[N+]=[N-].[Na+] (sodium azide). Reagents/catalysts: [Cu] (copper), S(=O)(=O)([O-])[O-].[Cu+2] (copper sulphate). The solvent is O (water), C(C)(C)(C)O (t-butanol). Run at temperature 130 celsius. Yields the product ClC1=CC=C(CN2N=NC(=C2)C=2C=CC(=C(C2)O)C)C=C1 (5-[1-(4-chloro-benzyl)-1H-[1,2,3]triazol-4-yl]-2-methyl-phenol). As a reaction SMILES: [C:1]([C:3]1[CH:8]=[CH:7][C:6]([CH3:9])=[C:5]([O:10]COC)[CH:4]=1)#[CH:2].[Cl:14][C:15]1[CH:22]=[CH:21][C:18]([CH2:19]Br)=[CH:17][CH:16]=1.[N-:23]=[N+:24]=[N-:25].[Na+]>O.C(O)(C)(C)C.[Cu].S([O-])([O-])(=O)=O.[Cu+2]>[Cl:14][C:15]1[CH:22]=[CH:21][C:18]([CH2:19][N:23]2[CH:2]=[C:1]([C:3]3[CH:8]=[CH:7][C:6]([CH3:9])=[C:5]([OH:10])[CH:4]=3)[N:25]=[N:24]2)=[CH:17][CH:16]=1 |f:2.3,7.8|. Procedure: To a suspension of 4-ethynyl-2-methoxymethoxy-1-methyl-benzene (1.50 g, 8.50 mmol) (from Example 19 supra), 4-chlorobenzyl bromide (1.76 g, 8.50 mmol) and sodium azide (0.56 g, 8.50 mmol) in a mixture of water (12 mL) and t-butanol (12 mL) was added copper powder (0.40 g, 6.30 mmol) and aqueous solution of copper sulphate solution (1 N, 1.64 mL). The reaction mixture was heated at 130° C. for 30 minutes in a microwave reactor. After cooling, the reaction mixture was partitioned between dichlorom... Solvent: C(Cl)Cl (CH2Cl2), C(Cl)Cl (CH2Cl2). Procedure: A solution of 3-(4-aminophenyl)-1-((R)-tetrahydrofuran-3-yl)-1H-pyrazolo[3,4-d]pyrimidin-4-amine (0.075 g, 0.25 mmol) in CH2Cl2 (10 mL) was cooled in an ice-water bath. To this, 3-(trifluoromethyl)phenyl isocyanate (0.035 mL, 0.25 mmol) diluted in CH2Cl2 (5 mL) was added dropwise. The reaction was allowed to warm to room temperature and left stirring for 12 hours. The reaction proceeded until completion as judged by TLC and LC-MS, was concentrated in vacuo, resuspended in 50:50 H2O—CH3CN, and pu... Product: NC1=C2C(=NC=N1)N(N=C2C2=CC=C(C=C2)NC(=O)NC2=CC(=CC=C2)C(F)(F)F)[C@H]2COCC2 (1-(4-(4-amino-1-((R)-tetrahydrofuran-3-yl)-1H-pyrazolo[3,4-d]pyrimidin-3-yl)phenyl)-3-(3-(trifluoromethyl)phenyl)urea). Reaction conditions: time 12 hour. Reactants: NC1=CC=C(C=C1)C1=NN(C2=NC=NC(=C21)N)[C@H]2COCC2 (3-(4-aminophenyl)-1-((R)-tetrahydrofuran-3-yl)-1H-pyrazolo[3,4-d]pyrimidin-4-amine), FC(C=1C=C(C=CC1)N=C=O)(F)F (3-(trifluoromethyl)phenyl isocyanate). RXN SMILES: [NH2:1][C:2]1[CH:7]=[CH:6][C:5]([C:8]2[C:16]3[C:11](=[N:12][CH:13]=[N:14][C:15]=3[NH2:17])[N:10]([C@@H:18]3[CH2:22][CH2:21][O:20][CH2:19]3)[N:9]=2)=[CH:4][CH:3]=1.[F:23][C:24]([F:35])([F:34])[C:25]1[CH:26]=[C:27]([N:31]=[C:32]=[O:33])[CH:28]=[CH:29][CH:30]=1>C(Cl)Cl>[NH2:17][C:15]1[N:14]=[CH:13][N:12]=[C:11]2[N:10]([C@@H:18]3[CH2:22][CH2:21][O:20][CH2:19]3)[N:9]=[C:8]([C:5]3[CH:6]=[CH:7][C:2]([NH:1][C:32]([NH:31][C:27]4[CH:28]=[CH:29][CH:30]=[C:25]([C:24]([F:23])([F:34])[F:35])[CH:26]=4)=[O:33])=[CH:3][CH:4]=3)[C:16]=12. Yields the product CCn1cc(-c2ccnc3c2cc(-c2cccc(C=O)c2)n3S(=O)(=O)c2ccccc2)c(-c2ccc([N+](=O)[O-])cc2)n1. RXN SMILES: [Br:1][c:2]1[c:3]2[c:4]([n:5][cH:6][cH:7]1)[n:8]([S:19](=[O:20])(=[O:21])[c:22]1[cH:23][cH:24][cH:25][cH:26][cH:27]1)[c:9](-[c:11]1[cH:12][c:13]([CH:17]=[O:18])[cH:14][cH:15][cH:16]1)[cH:10]2.[C:53](=[O:54])([OH:55])[O-:56].[CH3:135][N:136]([CH3:137])[CH:138]=[O:139].[N+:28](=[O:29])([O-:30])[c:31]1[cH:32][cH:33][c:34](-[c:37]2[n:38][n:39]([CH2:51][CH3:52])[cH:40][c:41]2[B:42]2[O:43][C:44]([CH3:45])([CH3:46])[C:47]([CH3:48])([CH3:49])[O:50]2)[cH:35][cH:36]1.[Na+:57].[cH:58]1[cH:59][cH:60][c:61]([P:62]([Pd:63]([P:64]([c:65]2[cH:66][cH:67][cH:68][cH:69][cH:70]2)([c:71]2[cH:72][cH:73][cH:74][cH:75][cH:76]2)[c:77]2[cH:78][cH:79][cH:80][cH:81][cH:82]2)([P:83]([c:84]2[cH:85][cH:86][cH:87][cH:88][cH:89]2)([c:90]2[cH:91][cH:92][cH:93][cH:94][cH:95]2)[c:96]2[cH:97][cH:98][cH:99][cH:100][cH:101]2)[P:102]([c:103]2[cH:104][cH:105][cH:106][cH:107][cH:108]2)([c:109]2[cH:110][cH:111][cH:112][cH:113][cH:114]2)[c:115]2[cH:116][cH:117][cH:118][cH:119][cH:120]2)([c:121]2[cH:122][cH:123][cH:124][cH:125][cH:126]2)[c:127]2[cH:128][cH:129][cH:130][cH:131][cH:132]2)[cH:133][cH:134]1>>[c:2]1(-[c:41]2[c:37](-[c:34]3[cH:33][cH:32][c:31]([N+:28](=[O:29])[O-:30])[cH:36][cH:35]3)[n:38][n:39]([CH2:51][CH3:52])[cH:40]2)[c:3]2[c:4]([n:5][cH:6][cH:7]1)[n:8]([S:19](=[O:20])(=[O:21])[c:22]1[cH:23][cH:24][cH:25][cH:26][cH:27]1)[c:9](-[c:11]1[cH:12][c:13]([CH:17]=[O:18])[cH:14][cH:15][cH:16]1)[cH:10]2. The reactants are O=Cc1cccc(-c2cc3c(Br)ccnc3n2S(=O)(=O)c2ccccc2)c1, O=C([O-])O, CN(C)C=O, CCn1cc(B2OC(C)(C)C(C)(C)O2)c(-c2ccc([N+](=O)[O-])cc2)n1, [Na+], c1ccc(P(c2ccccc2)(c2ccccc2)[Pd](P(c2ccccc2)(c2ccccc2)c2ccccc2)(P(c2ccccc2)(c2ccccc2)c2ccccc2)P(c2ccccc2)(c2ccccc2)c2ccccc2)cc1. Starting materials: F[C@@H]1[C@@H]2C=3C=CC(=CC3C[C@H]([C@H]2[C@@H]2CCC([C@@]2(C)C1)=O)CCCCCI)O (11β-fluoro-3-hydroxy-7α-(5-iodopentyl)-estra-1,3,5(10)-trien-17-one), N1CCCC1 (pyrrolidine), C([O-])(O)=O.[Na+] (sodium bicarbonate). The solvent is CN(C=O)C (dimethylformamide). Product: F[C@@H]1[C@@H]2C=3C=CC(=CC3C[C@H]([C@H]2[C@@H]2CCC([C@@]2(C)C1)=O)CCCCCN1CCCC1)O (11β-fluoro-3-hydroxy-7α-(5-pyrrolidin-1-yl-pentyl)-estra-1,3,5(10)-trien-17-one). As a reaction SMILES: [F:1][C@H:2]1[CH2:19][C@@:17]2([CH3:18])[C@@H:13]([CH2:14][CH2:15][C:16]2=[O:20])[C@H:12]2[C@H:3]1[C:4]1[CH:5]=[CH:6][C:7]([OH:27])=[CH:8][C:9]=1[CH2:10][C@H:11]2[CH2:21][CH2:22][CH2:23][CH2:24][CH2:25]I.[NH:28]1[CH2:32][CH2:31][CH2:30][CH2:29]1.C(=O)(O)[O-].[Na+]>CN(C)C=O>[F:1][C@H:2]1[CH2:19][C@@:17]2([CH3:18])[C@@H:13]([CH2:14][CH2:15][C:16]2=[O:20])[C@H:12]2[C@H:3]1[C:4]1[CH:5]=[CH:6][C:7]([OH:27])=[CH:8][C:9]=1[CH2:10][C@H:11]2[CH2:21][CH2:22][CH2:23][CH2:24][CH2:25][N:28]1[CH2:32][CH2:31][CH2:30][CH2:29]1 |f:2.3|. Procedure: A solution of 1.0 g of 11β-fluoro-3-hydroxy-7α-(5-iodopentyl)-estra-1,3,5(10)-trien-17-one in 10 ml of dimethylformamide is stirred with 0.24 ml of pyrrolidine for 2 hours at a bath temperature of 100° C. Then, it is added to saturated sodium bicarbonate solution, extracted three times with methylene chloride, dried on magnesium sulfate, concentrated by evaporation in a vacuum and chromatographed on silica gel with dichloromethane/methanol/triethylamine. 367 mg of 11β-fluoro-3-hydroxy-7α-(5-pyrr... The reactants are CC(C)(C)OC(=O)N1CCCC1C=O, CC(=O)O, COc1ccc(Oc2nc(Cl)ncc2N)cc1, ClCCCl, ClCCl. Yields the product COc1ccc(Oc2nc(Cl)ncc2NCC2CCCN2C(=O)OC(C)(C)C)cc1. Reaction SMILES: [C:18](=[O:19])([O:20][C:21]([CH3:22])([CH3:23])[CH3:24])[N:25]1[CH:26]([CH:27]=[O:28])[CH2:29][CH2:30][CH2:31]1.[CH3:32][C:33](=[O:34])[OH:35].[Cl:1][c:2]1[n:3][cH:4][c:5]([NH2:17])[c:6]([O:8][c:9]2[cH:10][cH:11][c:12]([O:15][CH3:16])[cH:13][cH:14]2)[n:7]1.[Cl:36][CH2:37][CH2:38][Cl:39].[Cl:40][CH2:41][Cl:42]>>[Cl:1][c:2]1[n:3][cH:4][c:5]([NH:17][CH2:27][CH:26]2[N:25]([C:18](=[O:19])[O:20][C:21]([CH3:22])([CH3:23])[CH3:24])[CH2:31][CH2:30][CH2:29]2)[c:6]([O:8][c:9]2[cH:10][cH:11][c:12]([O:15][CH3:16])[cH:13][cH:14]2)[n:7]1. Reactants: B, C1CCOC1, O, CCCN1CCCC(c2cccc(O)c2)C1=O. Product: CCCN1CCCC(c2cccc(O)c2)C1. RXN SMILES: [BH3:18].[CH2:20]1[O:21][CH2:22][CH2:23][CH2:24]1.[OH2:19].[OH:1][c:2]1[cH:3][c:4]([CH:8]2[C:9](=[O:17])[N:10]([CH2:14][CH2:15][CH3:16])[CH2:11][CH2:12][CH2:13]2)[cH:5][cH:6][cH:7]1>>[OH:1][c:2]1[cH:3][c:4]([CH:8]2[CH2:9][N:10]([CH2:14][CH2:15][CH3:16])[CH2:11][CH2:12][CH2:13]2)[cH:5][cH:6][cH:7]1. Reactants: Cc1nnc2ccc(-c3cccc(N)c3)nn12, CO, CC(=O)OC=O, ClCCl, ClCCl. Product: Cc1nnc2ccc(-c3cccc(NC=O)c3)nn12. RXN SMILES: [CH3:10][c:11]1[n:12][n:13][c:14]2[n:15]1[n:16][c:17](-[c:20]1[cH:21][c:22]([NH2:26])[cH:23][cH:24][cH:25]1)[cH:18][cH:19]2.[CH3:27][OH:28].[CH:1]([O:2][C:4]([CH3:3])=[O:6])=[O:5].[Cl:29][CH2:30][Cl:31].[Cl:7][CH2:8][Cl:9]>>[CH:4](=[O:6])[NH:26][c:22]1[cH:21][c:20](-[c:17]2[n:16][n:15]3[c:11]([CH3:10])[n:12][n:13][c:14]3[cH:19][cH:18]2)[cH:25][cH:24][cH:23]1. Reactants: COC1=C(C=CC(=C1)[N+](=O)[O-])NC(=O)C1C(C2(C(N1)CC(C)(C)C)C(NC1=CC(=CC=C12)Cl)=O)C1=C(C(=CC=C1)Cl)F (rac-(2′S,3′R,4′S,5′R)-6-chloro-4′-(3-chloro-2-fluoro-phenyl)-2′-(2,2-dimethyl-propyl)-2-oxo-1,2-dihydro-spiro[indole-3,3′-pyrrolidine]-5′-carboxylic acid (2-methoxy-4-nitro-phenyl)-amide), [NH4+].[Cl-] (NH4Cl). Reagents/catalysts: [Zn] (Zinc). Run in CO (methanol). Reaction conditions: time 0.5 hour. The product is NC1=CC(=C(C=C1)NC(=O)C1C(C2(C(N1)CC(C)(C)C)C(NC1=CC(=CC=C12)Cl)=O)C1=C(C(=CC=C1)Cl)F)OC (rac-(2′S,3′R,4′S,5′R)-6-chloro-4′-(3-chloro-2-fluoro-phenyl)-2′-(2,2-dimethyl-propyl)-2-oxo-1,2-dihydro-spiro[indole-3,3′-pyrrolidine]-5′-carboxylic acid (4-amino-2-methoxy-phenyl)-amide), solid. Yield: 72.0%. RXN SMILES: [CH3:1][O:2][C:3]1[CH:8]=[C:7]([N+:9]([O-])=O)[CH:6]=[CH:5][C:4]=1[NH:12][C:13]([CH:15]1[NH:19][CH:18]([CH2:20][C:21]([CH3:24])([CH3:23])[CH3:22])[C:17]2([C:32]3[C:27](=[CH:28][C:29]([Cl:33])=[CH:30][CH:31]=3)[NH:26][C:25]2=[O:34])[CH:16]1[C:35]1[CH:40]=[CH:39][CH:38]=[C:37]([Cl:41])[C:36]=1[F:42])=[O:14].[NH4+].[Cl-]>CO.[Zn]>[NH2:9][C:7]1[CH:6]=[CH:5][C:4]([NH:12][C:13]([CH:15]2[NH:19][CH:18]([CH2:20][C:21]([CH3:24])([CH3:23])[CH3:22])[C:17]3([C:32]4[C:27](=[CH:28][C:29]([Cl:33])=[CH:30][CH:31]=4)[NH:26][C:25]3=[O:34])[CH:16]2[C:35]2[CH:40]=[CH:39][CH:38]=[C:37]([Cl:41])[C:36]=2[F:42])=[O:14])=[C:3]([O:2][CH3:1])[CH:8]=1 |f:1.2|. Procedure: To a solution of rac-(2′S,3′R,4′S,5′R)-6-chloro-4′-(3-chloro-2-fluoro-phenyl)-2′-(2,2-dimethyl-propyl)-2-oxo-1,2-dihydro-spiro[indole-3,3′-pyrrolidine]-5′-carboxylic acid (2-methoxy-4-nitro-phenyl)-amide (35 mg, 0.057 mmol) in methanol (3 mL) was added an aqueous solution (1.5 mL) of NH4Cl (30 mg, 0.57 mmol), followed by activated Zinc (Aldrich, 37 mg, 0.57 mmol). The reaction mixture was stirred at room temperature for 0.5 h. The mixture was filtered through a short pad of celite. The mixture w...